describe an organic reaction: reactants, conditions, products, and yield From a dataset of the Open Reaction Database (ORD), a public repository of structured organic reaction records. Starting materials: C(C)(=O)OC1=CC(=C(C=C1)C=1N=C2N(C=CC3=CC=CC=C23)C1N)C (2-(4-Acetoxy-2-methylphenyl)-3-aminoimidazo[2,1-a]isoquinoline), C(C)(=O)OC1=CC(=C(C=C1)C=1N=C2N(C=CC3=CC=CC=C23)C1N)C (2-(4-Acetoxy-2-methylphenyl)-3-aminoimidazo[2,1-a]isoquinoline), Cl (hydrochloride). The product is NC1=C(N=C2N1C=CC1=CC=CC=C21)C2=C(C=C(C=C2)O)C (3-Amino-2-(4-hydroxy-2-methylphenyl)imidazo[2,1-a]isoquinoline). RXN SMILES: C([O:4][C:5]1[CH:10]=[CH:9][C:8]([C:11]2[N:12]=[C:13]3[C:22]4[C:17](=[CH:18][CH:19]=[CH:20][CH:21]=4)[CH:16]=[CH:15][N:14]3[C:23]=2[NH2:24])=[C:7]([CH3:25])[CH:6]=1)(=O)C.Cl>>[NH2:24][C:23]1[N:14]2[CH:15]=[CH:16][C:17]3[C:22]([C:13]2=[N:12][C:11]=1[C:8]1[CH:9]=[CH:10][C:5]([OH:4])=[CH:6][C:7]=1[CH3:25])=[CH:21][CH:20]=[CH:19][CH:18]=3. Procedure: 2-(4-Acetoxy-2-methylphenyl)-3-aminoimidazo[2,1-a]isoquinoline (Compound 70) hydrochloride The reactants are CN1N=CN(C1=O)C1=CC=C(C=C1)CBr (4,5-dihydro-1-methyl-5-oxo-4-(4-bromomethylphenyl)-1H-1,2,4-triazole), CCCCCCC (heptane), FC(OC1=CC=C(C=C1)C(C1CCNCC1)(O)C1=CC=C(C=C1)OC(F)(F)F)(F)F (4-[bis(4-trifluoromethoxyphenyl)hydroxymethyl]piperidine), C(C)(C)N(C(C)C)CC (N,N-diisopropylethylamine). The solvent is CS(=O)C (dimethyl sulfoxide), C(C)(=O)OCC (ethyl acetate), C(C)(=O)OCC (ethyl acetate). The product is CN1N=CN(C1=O)C1=CC=C(C=C1)CN1CCC(CC1)C(O)(C1=CC=C(C=C1)OC(F)(F)F)C1=CC=C(C=C1)OC(F)(F)F (N-[4-(4,5-dihydro-1-methyl-5-oxo-1H-1,2,4-triazol-4-yl)phenylmethyl]-4-[bis(4-trifluoromethoxyphenyl)hydroxymethyl]piperidine). The yield is 51.4%. RXN SMILES: [CH3:1][N:2]1[C:6](=[O:7])[N:5]([C:8]2[CH:13]=[CH:12][C:11]([CH2:14]Br)=[CH:10][CH:9]=2)[CH:4]=[N:3]1.[F:16][C:17]([F:45])([F:44])[O:18][C:19]1[CH:24]=[CH:23][C:22]([C:25]([C:33]2[CH:38]=[CH:37][C:36]([O:39][C:40]([F:43])([F:42])[F:41])=[CH:35][CH:34]=2)([OH:32])[CH:26]2[CH2:31][CH2:30][NH:29][CH2:28][CH2:27]2)=[CH:21][CH:20]=1.C(N(CC)C(C)C)(C)C.CCCCCCC>CS(C)=O.C(OCC)(=O)C>[CH3:1][N:2]1[C:6](=[O:7])[N:5]([C:8]2[CH:13]=[CH:12][C:11]([CH2:14][N:29]3[CH2:30][CH2:31][CH:26]([C:25]([C:22]4[CH:21]=[CH:20][C:19]([O:18][C:17]([F:16])([F:44])[F:45])=[CH:24][CH:23]=4)([C:33]4[CH:38]=[CH:37][C:36]([O:39][C:40]([F:43])([F:42])[F:41])=[CH:35][CH:34]=4)[OH:32])[CH2:27][CH2:28]3)=[CH:10][CH:9]=2)[CH:4]=[N:3]1. Procedure details: This compound was prepared in a manner analogous to that of Step D of Example 12, with 2.0 grams (0.007 mole) of 4,5-dihydro-1-methyl-5-oxo-4-(4-bromomethylphenyl)-1H-1,2,4-triazole, 2.0 grams (0.005 mole) of 4-[bis(4-trifluoromethoxyphenyl)hydroxymethyl]piperidine (prepared as in Step C of Example 12), and 3.2 grams (0.025 mole) of N,N-diisopropylethylamine in about 15 mL of dimethyl sulfoxide as reagents. The crude reaction product was subjected to column chromatography on silica gel, with 2:8... Starting materials: CC(C)(C)c1nnc(-c2nn(-c3ccc(Cl)cc3Cl)c(-c3ccc(Cl)cc3)c2CC#C[Si](C)(C)C)o1, CCCC[N+](CCCC)(CCCC)CCCC, [F-], C1CCOC1, O. The product is C=C=Cc1c(-c2nnc(C(C)(C)C)o2)nn(-c2ccc(Cl)cc2Cl)c1-c1ccc(Cl)cc1. RXN SMILES: [C:1]([CH3:2])([CH3:3])([CH3:4])[c:5]1[o:6][c:7](-[c:10]2[n:11][n:12](-[c:29]3[c:30]([Cl:36])[cH:31][c:32]([Cl:35])[cH:33][cH:34]3)[c:13](-[c:22]3[cH:23][cH:24][c:25]([Cl:28])[cH:26][cH:27]3)[c:14]2[CH2:15][C:16]#[C:17][Si:18]([CH3:19])([CH3:20])[CH3:21])[n:8][n:9]1.[CH3:38][CH2:39][CH2:40][CH2:41][N+:42]([CH2:43][CH2:44][CH2:45][CH3:46])([CH2:47][CH2:48][CH2:49][CH3:50])[CH2:51][CH2:52][CH2:53][CH3:54].[F-:37].[O:55]1[CH2:56][CH2:57][CH2:58][CH2:59]1.[OH2:60]>>[C:1]([CH3:2])([CH3:3])([CH3:4])[c:5]1[o:6][c:7](-[c:10]2[n:11][n:12](-[c:29]3[c:30]([Cl:36])[cH:31][c:32]([Cl:35])[cH:33][cH:34]3)[c:13](-[c:22]3[cH:23][cH:24][c:25]([Cl:28])[cH:26][cH:27]3)[c:14]2[CH:15]=[C:16]=[CH2:17])[n:8][n:9]1.